Dataset: the Open Reaction Database (ORD), a public repository of structured organic reaction records. Task: describe an organic reaction: reactants, conditions, products, and yield Starting materials: O=C(Cl)N1CCN(C(c2ccc(Cl)cc2)c2ccc(Cl)cc2)CC1, c1cnc2nn[nH]c2c1. The product is O=C(N1CCN(C(c2ccc(Cl)cc2)c2ccc(Cl)cc2)CC1)n1nnc2ncccc21. As a reaction SMILES: [Cl:1][c:2]1[cH:3][cH:4][c:5]([CH:8]([N:9]2[CH2:10][CH2:11][N:12]([C:15](=[O:16])[Cl:17])[CH2:13][CH2:14]2)[c:18]2[cH:19][cH:20][c:21]([Cl:24])[cH:22][cH:23]2)[cH:6][cH:7]1.[nH:25]1[n:26][n:27][c:28]2[n:29][cH:30][cH:31][cH:32][c:33]12>>[Cl:1][c:2]1[cH:3][cH:4][c:5]([CH:8]([N:9]2[CH2:10][CH2:11][N:12]([C:15](=[O:16])[n:25]3[n:26][n:27][c:28]4[n:29][cH:30][cH:31][cH:32][c:33]34)[CH2:13][CH2:14]2)[c:18]2[cH:19][cH:20][c:21]([Cl:24])[cH:22][cH:23]2)[cH:6][cH:7]1. RXN SMILES: [C:1]12([C:11]3[CH:12]=[C:13]([CH:17]=[CH:18][C:19]=3[O:20][CH3:21])[C:14]([OH:16])=O)[CH2:10][CH:5]3[CH2:6][CH:7]([CH2:9][CH:3]([CH2:4]3)[CH2:2]1)[CH2:8]2.S(Cl)(Cl)=O.[CH3:26]N(C)P(N(C)C)(N(C)C)=O.C[Sn](C)(C)C>C1(C)C=CC=CC=1.[CH2-]C1C=CC=CC=1.C1C=CC(P(C2C=CC=CC=2)C2C=CC=CC=2)=CC=1.C1C=CC(P(C2C=CC=CC=2)C2C=CC=CC=2)=CC=1.[Cl-].[Pd+2].O>[C:1]12([C:11]3[CH:12]=[C:13]([C:14](=[O:16])[CH3:26])[CH:17]=[CH:18][C:19]=3[O:20][CH3:21])[CH2:8][CH:7]3[CH2:9][CH:3]([CH2:4][CH:5]([CH2:6]3)[CH2:10]1)[CH2:2]2 |f:5.6.7.8.9|. Reagents/catalysts: [CH2-]C1=CC=CC=C1.C1=CC=C(C=C1)P(C2=CC=CC=C2)C3=CC=CC=C3.C1=CC=C(C=C1)P(C2=CC=CC=C2)C3=CC=CC=C3.[Cl-].[Pd+2] (benzylbis(triphenylphosphine)palladium(II) chloride). Reaction conditions: temperature 100 celsius, time 8 hour. Product: C12(CC3CC(CC(C1)C3)C2)C=2C=C(C=CC2OC)C(C)=O (3-(1-Adamantyl)-4 -methoxyphenylethanone). Reported procedure: 15.75 g (0.055 mol) of 3-(1-adamantyl)-4-methoxybenzoic acid, dissolved in 150 ml of toluene, are treated with 7.3 ml of thionyl chloride and heated to 100° C. for 3 h 30 min. The reaction medium is evaporated to dryness and 30 ml of hexamethylphosphoramide, 8 ml (0.0575 mol) of tetramethyltin and 22 mg of benzylbis(triphenylphosphine)palladium(II) chloride are then added under nitrogen to this evaporation residue. The reaction medium is heated to 65° C. for 30 min and is then left stirring at r... The reactants are C12(CC3CC(CC(C1)C3)C2)C=2C=C(C(=O)O)C=CC2OC (3-(1-adamantyl)-4-methoxybenzoic acid), CN(P(=O)(N(C)C)N(C)C)C (hexamethylphosphoramide), C[Sn](C)(C)C (tetramethyltin), S(=O)(Cl)Cl (thionyl chloride). Solvent: O (water), C1(=CC=CC=C1)C (toluene).